Dataset: the Open Reaction Database (ORD), a public repository of structured organic reaction records. Task: describe an organic reaction: reactants, conditions, products, and yield The reactants are C(C)(=O)NC1=C(OCC2CO2)C=CC(=C1)[N+](=O)[O-] (1-(2'-acetylamino-4'-nitrophenoxy)-2,3-epoxypropane), CNC (dimethylamine), O (water). Run in C(C)(=O)O (acetic acid). Reaction conditions: time 30 minute. Product: NC1=C(OCC(CN(C)C)O)C=CC(=C1)[N+](=O)[O-] (1-(2'-amino-4'-nitrophenoxy)-3-dimethylaminopropan-2-ol). As a reaction SMILES: C([NH:4][C:5]1[CH:15]=[C:14]([N+:16]([O-:18])=[O:17])[CH:13]=[CH:12][C:6]=1[O:7][CH2:8][CH:9]1[O:11][CH2:10]1)(=O)C.[CH3:19][NH:20][CH3:21].O>C(O)(=O)C>[NH2:4][C:5]1[CH:15]=[C:14]([N+:16]([O-:18])=[O:17])[CH:13]=[CH:12][C:6]=1[O:7][CH2:8][CH:9]([OH:11])[CH2:10][N:20]([CH3:21])[CH3:19]. Reported procedure: 0.085 mol (21.5 g) of 1-(2'-acetylamino-4'-nitrophenoxy)-2,3-epoxypropane (compound described in Example (4) is introduced into 100 ml of a 40% strength aqueous solution of dimethylamine, and the reaction mixture is stirred for 30 minutes at ambient temperature. After dilution by the addition of 225 ml of iced water, followed by neutralisation with acetic acid, the mixture is evaporated to dryness in vacuo. The dried residue is taken up in 150 ml of ethyl acetate. After washing with acetone, the... Reactants: resultant solution, CC(C=O)(C)C (trimethylacetaldehyde), C(C)(=O)O[BH-](OC(C)=O)OC(C)=O.[Na+] (sodium triacetoxyborohydride), NC[C@@H]([C@H](CCC)O)NC(=O)CNC(=O)C1=C(C=CC(=C1)C(F)(F)F)NC(=O)N1CCC1 (Azetidine-1-carboxylic acid (1S,2S)-(2-{[(1-aminomethyl-2-hydroxy-pentylcarbamoyl)-methyl]-carbamoyl}-4-trifluoromethyl-phenyl)-amide). Run in ClC(C)Cl (dichloroethane). Conditions: time 3 hour. Yields the product CC(CNC[C@@H]([C@H](CCC)O)NC(=O)CNC(=O)C1=C(C=CC(=C1)C(F)(F)F)NC(=O)N1CCC1)(C)C ((1S,2S)-Azetidine-1-carboxylic acid {2-[({1-[(2,2-dimethyl-propylamino)-methyl]-2-hydroxy-pentylcarbamoyl}-methyl)-carbamoyl]-4-trifluoromethyl-phenyl}-amide). Isolated yield 51.9%. Reaction SMILES: [NH2:1][CH2:2][C@H:3]([NH:9][C:10]([CH2:12][NH:13][C:14]([C:16]1[CH:21]=[C:20]([C:22]([F:25])([F:24])[F:23])[CH:19]=[CH:18][C:17]=1[NH:26][C:27]([N:29]1[CH2:32][CH2:31][CH2:30]1)=[O:28])=[O:15])=[O:11])[C@@H:4]([OH:8])[CH2:5][CH2:6][CH3:7].[CH3:33][C:34]([CH3:38])([CH3:37])[CH:35]=O.C(O[BH-](OC(=O)C)OC(=O)C)(=O)C.[Na+]>ClC(Cl)C>[CH3:33][C:34]([CH3:38])([CH3:37])[CH2:35][NH:1][CH2:2][C@H:3]([NH:9][C:10]([CH2:12][NH:13][C:14]([C:16]1[CH:21]=[C:20]([C:22]([F:25])([F:24])[F:23])[CH:19]=[CH:18][C:17]=1[NH:26][C:27]([N:29]1[CH2:32][CH2:31][CH2:30]1)=[O:28])=[O:15])=[O:11])[C@@H:4]([OH:8])[CH2:5][CH2:6][CH3:7] |f:2.3|. Reported procedure: Azetidine-1-carboxylic acid (1S,2S)-(2-{[(1-aminomethyl-2-hydroxy-pentylcarbamoyl)-methyl]-carbamoyl}-4-trifluoromethyl-phenyl)-amide (165 mg, 0.35 mmol, see procedure 1b) was dissolved in dichloroethane (4 mL). The resultant solution was charged sequentially with trimethylacetaldehyde (20.5 mg, 0.2 mmol) and sodium triacetoxyborohydride (148 mg, 0.7 mmol), stirred for 3 h at RT, quenched with sat. NaHCO3, and extracted twice with EtOAc. The organic extracts were combined, washed with brine, dri... The reactants are C(C)(C)(C)OC(=O)N1CCC(CC1)C1CC=2C(=CN=C(C2)Cl)O1 (4-(5-chloro-2,3-dihydro-furo[2,3-c]pyridin-2-yl)-piperidine-1-carboxylic acid tert-butyl ester), CS(=O)(=O)N1CCC(=CC1)B1OC(C(O1)(C)C)(C)C (1-methanesulfonyl-4-(4,4,5,5-tetramethyl-[1,3,2]dioxaborolan-2-yl)-1,2,3,6-tetrahydro-pyridine), Intermediate 10. Product: C(C)(C)(C)OC(=O)N1CCC(CC1)C1CC=2C(=CN=C(C2)C=2CCN(CC2)S(=O)(=O)C)O1 (4-[5-(1-Methanesulfonyl-1,2,3,6-tetrahydro-pyridin-4-yl)-2,3-dihydro-furo[2,3-c]pyridin-2-yl]-piperidine-1-carboxylic acid tert-butyl ester). Reaction SMILES: [C:1]([O:5][C:6]([N:8]1[CH2:13][CH2:12][CH:11]([CH:14]2[O:23][C:17]3=[CH:18][N:19]=[C:20](Cl)[CH:21]=[C:16]3[CH2:15]2)[CH2:10][CH2:9]1)=[O:7])([CH3:4])([CH3:3])[CH3:2].[CH3:24][S:25]([N:28]1[CH2:33][CH:32]=[C:31](B2OC(C)(C)C(C)(C)O2)[CH2:30][CH2:29]1)(=[O:27])=[O:26]>>[C:1]([O:5][C:6]([N:8]1[CH2:13][CH2:12][CH:11]([CH:14]2[O:23][C:17]3=[CH:18][N:19]=[C:20]([C:31]4[CH2:32][CH2:33][N:28]([S:25]([CH3:24])(=[O:27])=[O:26])[CH2:29][CH:30]=4)[CH:21]=[C:16]3[CH2:15]2)[CH2:10][CH2:9]1)=[O:7])([CH3:4])([CH3:3])[CH3:2]. Procedure details: The title compound is prepared from 4-(5-chloro-2,3-dihydro-furo[2,3-c]pyridin-2-yl)-piperidine-1-carboxylic acid tert-butyl ester and 1-methanesulfonyl-4-(4,4,5,5-tetramethyl-[1,3,2]dioxaborolan-2-yl)-1,2,3,6-tetrahydro-pyridine following a procedure analogous to that described for Intermediate 10. LC (method 3): tR=1.12 min; Mass spectrum (ESI+): m/z=464 [M+H]+. The reactants are COC(C1=CC(=CC(=C1)OCCCOC1=CC=C(C=C1)OCC1=CC=CC=C1)OCCCOC1=CC=C(C=C1)OCC1=CC=CC=C1)=O (3,5-bis[3-[4-(phenylmethoxy) phenoxy]propoxy]benzoic acid methyl ester), [OH-].[Na+] (NaOH). The solvent is CO (methanol), O1CCOCC1 (dioxane). Product: C1(=CC=CC=C1)COC1=CC=C(OCCCOC=2C=C(C(=O)O)C=C(C2)OCCCOC2=CC=C(C=C2)OCC2=CC=CC=C2)C=C1 (3,5-bis[3-[4-(phenylmethoxy)phenoxy]propoxy]benzoic acid). Isolated yield 93.8%. As a reaction SMILES: C[O:2][C:3](=[O:48])[C:4]1[CH:9]=[C:8]([O:10][CH2:11][CH2:12][CH2:13][O:14][C:15]2[CH:20]=[CH:19][C:18]([O:21][CH2:22][C:23]3[CH:28]=[CH:27][CH:26]=[CH:25][CH:24]=3)=[CH:17][CH:16]=2)[CH:7]=[C:6]([O:29][CH2:30][CH2:31][CH2:32][O:33][C:34]2[CH:39]=[CH:38][C:37]([O:40][CH2:41][C:42]3[CH:47]=[CH:46][CH:45]=[CH:44][CH:43]=3)=[CH:36][CH:35]=2)[CH:5]=1.[OH-].[Na+]>CO.O1CCOCC1>[C:42]1([CH2:41][O:40][C:37]2[CH:38]=[CH:39][C:34]([O:33][CH2:32][CH2:31][CH2:30][O:29][C:6]3[CH:5]=[C:4]([CH:9]=[C:8]([O:10][CH2:11][CH2:12][CH2:13][O:14][C:15]4[CH:16]=[CH:17][C:18]([O:21][CH2:22][C:23]5[CH:28]=[CH:27][CH:26]=[CH:25][CH:24]=5)=[CH:19][CH:20]=4)[CH:7]=3)[C:3]([OH:48])=[O:2])=[CH:35][CH:36]=2)[CH:43]=[CH:44][CH:45]=[CH:46][CH:47]=1 |f:1.2|. Procedure details: A solution of 1.5 g (2.3 mmol) of 3,5-bis[3-[4-(phenylmethoxy) phenoxy]propoxy]benzoic acid methyl ester (prepared in Example 46) and 1.2 ml (7.2 mmol) of 6N NaOH in 25 ml of methanol and 10 ml of dioxane was stirred at reflux under argon for 19 hours. The solvents were removed at reduced pressure, the residue was acidified and the product was extracted with ethyl acetate. The dried extract was concentrated to a solid which was recrystallized from acetone-hexane to give 1.37 g (93% yield, mp 139... Starting materials: [Al+3], CN(C)C(=O)c1ccccc1-c1ccccc1, COCCOC, [H-], [H-], [H-], [H-], [Li+], O. Product: CN(C)Cc1ccccc1-c1ccccc1. RXN SMILES: [Al+3:19].[CH3:1][N:2]([C:3](=[O:4])[c:5]1[c:6](-[c:11]2[cH:12][cH:13][cH:14][cH:15][cH:16]2)[cH:7][cH:8][cH:9][cH:10]1)[CH3:17].[CH3:25][O:26][CH2:27][CH2:28][O:29][CH3:30].[H-:18].[H-:21].[H-:22].[H-:23].[Li+:20].[OH2:24]>>[CH3:1][N:2]([CH2:3][c:5]1[c:6](-[c:11]2[cH:12][cH:13][cH:14][cH:15][cH:16]2)[cH:7][cH:8][cH:9][cH:10]1)[CH3:17]. The reactants are Cc1ccc(S(=O)(=O)Sc2cc(C)c(CO)cc2C(C)(C)C)cc1, O=C([O-])[O-], O=C1C=C(O)CC(CCc2ccc(O)cc2)(C2CCCC2)O1, [K+], [K+], Cc1ccc(S(=O)(=O)Sc2cc(C)c(N)cc2C(C)(C)C)cc1, CN(C)C=O. Reaction SMILES: [C:46]([c:47]1[cH:48][c:49]([CH2:50][OH:51])[c:52]([CH3:53])[cH:54][c:55]1[S:56][S:57]([c:58]1[cH:59][cH:60][c:61]([CH3:62])[cH:63][cH:64]1)(=[O:65])=[O:66])([CH3:67])([CH3:68])[CH3:69].[C:70](=[O:71])([O-:72])[O-:73].[CH:1]1([C:6]2([CH2:14][CH2:15][c:16]3[cH:17][cH:18][c:19]([OH:22])[cH:20][cH:21]3)[CH2:7][C:8]([OH:13])=[CH:9][C:10](=[O:12])[O:11]2)[CH2:2][CH2:3][CH2:4][CH2:5]1.[K+:74].[K+:75].[NH2:23][c:24]1[cH:25][c:26]([C:42]([CH3:43])([CH3:44])[CH3:45])[c:27]([S:31][S:32]([c:33]2[cH:34][cH:35][c:36]([CH3:37])[cH:38][cH:39]2)(=[O:40])=[O:41])[cH:28][c:29]1[CH3:30].[O:76]=[CH:77][N:78]([CH3:79])[CH3:80]>>[CH:1]1([C:6]2([CH2:14][CH2:15][c:16]3[cH:17][cH:18][c:19]([OH:22])[cH:20][cH:21]3)[CH2:7][C:8]([OH:13])=[C:9]([S:31][c:27]3[c:26]([C:42]([CH3:43])([CH3:44])[CH3:45])[cH:25][c:24]([NH2:23])[c:29]([CH3:30])[cH:28]3)[C:10](=[O:12])[O:11]2)[CH2:2][CH2:3][CH2:4][CH2:5]1. The product is Cc1cc(SC2=C(O)CC(CCc3ccc(O)cc3)(C3CCCC3)OC2=O)c(C(C)(C)C)cc1N.